Dataset: the Open Reaction Database (ORD), a public repository of structured organic reaction records. Task: describe an organic reaction: reactants, conditions, products, and yield Starting materials: C(C)(C)(C)OC(=O)N1CCNCC1 (1-N-t-butoxycarbonylpiperazine), ClC1=NC2=C(N1C1CCN(CC1)C1(CCC=CCC1)C1=CC=CC=C1)C=CC=C2 (2-chloro-1-[1-(1-phenyl-4-cyclohepten-1-yl)-4-piperidinyl]benzimidazole), Cl (HCl). The product is C1(=CC=CC=C1)C1(C=CCCCC1)N1CCC(CC1)N1C(=NC2=C1C=CC=C2)N2CCNCC2 (1-[1-(1-Phenylcyclohepten-1-yl)-4-piperidinyl]-2-(1-piperazinyl)-1H-benzimidazole). The yield is 40.3%. As a reaction SMILES: C(O[C:6]([N:8]1[CH2:13][CH2:12][NH:11][CH2:10][CH2:9]1)=O)(C)(C)C.ClC1[N:19]([CH:20]2[CH2:25][CH2:24][N:23]([C:26]3([C:33]4[CH:38]=[CH:37][CH:36]=[CH:35][CH:34]=4)[CH2:32][CH2:31][CH:30]=[CH:29][CH2:28][CH2:27]3)[CH2:22][CH2:21]2)[C:18]2[CH:39]=[CH:40][CH:41]=[CH:42][C:17]=2[N:16]=1.Cl>>[C:33]1([C:26]2([N:23]3[CH2:24][CH2:25][CH:20]([N:19]4[C:18]5[CH:39]=[CH:40][CH:41]=[CH:42][C:17]=5[N:16]=[C:6]4[N:8]4[CH2:9][CH2:10][NH:11][CH2:12][CH2:13]4)[CH2:21][CH2:22]3)[CH2:32][CH2:31][CH2:30][CH2:29][CH:28]=[CH:27]2)[CH:34]=[CH:35][CH:36]=[CH:37][CH:38]=1. Reported procedure: This was prepared according to the procedure described in Example 67 using 1-N-t-butoxycarbonylpiperazine instead of 4-t-butoxycarbonylaminopiperidine, and 2-chloro-1-[1-(1-phenyl-4-cyclohepten-1-yl)-4-piperidinyl]benzimidazole as starting material which was prepared in Preparation 9. Overall yield was 40.3%. HCl salt was amorphous solid. Reactants: N[C@@H]1[C@@H](CN(CC1)CC1CN2C=3C1=C(C=NC3C=CC2=O)F)O (racemic 4-{[(3R,4S)-4-amino-3-hydroxy-1-piperidinyl]methyl}-3-fluoro-4,5-dihydro-7H-pyrrolo[3,2,1-de]-1,5-naphthyridin-7-one), O1CCOC=2C=NC(=CC21)C=O (2,3-dihydro[1,4]dioxino[2,3-c]pyridine-7-carboxaldehyde), ClCCl.CO (dichloromethane methanol). Product: Cl.O1CCOC=2C=NC(=CC21)CN[C@@H]2[C@@H](CN(CC2)CC2CN1C=3C2=C(C=NC3C=CC1=O)F)O (4-({(3R,4S)-4-[(2,3-Dihydro[1,4]dioxino[2,3-c]pyridin-7-ylmethyl)amino]-3-hydroxy-1-piperidinyl}methyl)-3-fluoro-4,5-dihydro-7H-pyrrolo[3,2,1-de]-1,5-naphthyridin-7-one Hydrochloride). RXN SMILES: [NH2:1][C@H:2]1[CH2:7][CH2:6][N:5]([CH2:8][CH:9]2[C:13]3=[C:14]([F:22])[CH:15]=[N:16][C:17]4[CH:18]=[CH:19][C:20](=[O:21])[N:11]([C:12]=43)[CH2:10]2)[CH2:4][C@H:3]1[OH:23].[O:24]1[C:33]2[CH:32]=[C:31]([CH:34]=O)[N:30]=[CH:29][C:28]=2[O:27][CH2:26][CH2:25]1.[Cl:36]CCl.CO>>[ClH:36].[O:24]1[C:33]2[CH:32]=[C:31]([CH2:34][NH:1][C@H:2]3[CH2:7][CH2:6][N:5]([CH2:8][CH:9]4[C:13]5=[C:14]([F:22])[CH:15]=[N:16][C:17]6[CH:18]=[CH:19][C:20](=[O:21])[N:11]([C:12]=65)[CH2:10]4)[CH2:4][C@H:3]3[OH:23])[N:30]=[CH:29][C:28]=2[O:27][CH2:26][CH2:25]1 |f:2.3,4.5|. Procedure: The free base of the title compound was prepared from racemic 4-{[(3R,4S)-4-amino-3-hydroxy-1-piperidinyl]methyl}-3-fluoro-4,5-dihydro-7H-pyrrolo[3,2,1-de]-1,5-naphthyridin-7-one and 2,3-dihydro[1,4]dioxino[2,3-c]pyridine-7-carboxaldehyde (for a synthesis see WO2004058144, Example 2(c)) according to the general method of Example 2(h), chromatographing with dichloromethane/methanol/0.88 ammonia 95:5:0.5 (20 mg, 42%). The product is C(C)OC=1C2=C(N=C(N1)C)CCNC2 (4-ethoxy-2-methyl-5,6,7,8-tetrahydropyrido[4,3-d]pyrimidine). Reaction SMILES: [OH:1][C:2]1[C:3]2[CH2:12][N:11](C(OCC3C=CC=CC=3)=O)[CH2:10][CH2:9][C:4]=2[N:5]=[C:6]([CH3:8])[N:7]=1.Cl[C:24]1[C:25]2CN(C(OCC3C=CC=CC=3)=O)CCC=2N=C(C)N=1.P(Cl)(Cl)(Cl)=O>>[CH2:24]([O:1][C:2]1[C:3]2[CH2:12][NH:11][CH2:10][CH2:9][C:4]=2[N:5]=[C:6]([CH3:8])[N:7]=1)[CH3:25]. Procedure: Benzyl 4-hydroxy-2-methyl-7,8-dihydropyrido[4,3-d]pyrimidine-6(5H)-carboxylate, which may be prepared using the general method of E. Kretzschmar and P. Meisel, Pharmazie 1988, 43, 475-476, was converted to benzyl 4-chloro-2-methyl-7,8-dihydropyrido[4,3-d]pyrimidine-6(5H)-carboxylate via treatment with phosphorus oxychloride. Chloride displacement with sodium ethoxide was followed by hydrogenolytic removal of the protecting group to afford the requisite 4-ethoxy-2-methyl-5,6,7,8-tetrahydropyrido[... Starting materials: OC=1C2=C(N=C(N1)C)CCN(C2)C(=O)OCC2=CC=CC=C2 (Benzyl 4-hydroxy-2-methyl-7,8-dihydropyrido[4,3-d]pyrimidine-6(5H)-carboxylate), ClC=1C2=C(N=C(N1)C)CCN(C2)C(=O)OCC2=CC=CC=C2 (benzyl 4-chloro-2-methyl-7,8-dihydropyrido[4,3-d]pyrimidine-6(5H)-carboxylate), P(=O)(Cl)(Cl)Cl (phosphorus oxychloride). Starting materials: C(C)(C)(C)NS(=O)(=O)C1=CC2=C(N(C(=N2)CC)C2=CC=C(C=C2)CCNC(=O)NS(=O)(=O)C2=CC=C(C=C2)C)C=C1 (5-[(tert-Butylamino)sulfonyl]-2-ethyl-1-(4-{2-[({[(4-methylphenyl)sulfonyl]amino}carbonyl)amino]ethyl}phenyl)-1H-benzimidazole). The solvent is FC(C(=O)O)(F)F (trifluoroacetic acid). Product: NS(=O)(=O)C1=CC2=C(N(C(=N2)CC)C2=CC=C(C=C2)CCNC(=O)NS(=O)(=O)C2=CC=C(C=C2)C)C=C1 (5-(AMINOSULFONYL)-2-ETHYL-1-(4-{2-[({[(4-METHYLPHENYL)SULFONYL]AMINO}CARBONYL)AMINO]ETHYL}PHENYL)-1H-BENZIMIDAZOLE). Isolated yield 72.2%. As a reaction SMILES: C([NH:5][S:6]([C:9]1[CH:41]=[CH:40][C:12]2[N:13]([C:18]3[CH:23]=[CH:22][C:21]([CH2:24][CH2:25][NH:26][C:27]([NH:29][S:30]([C:33]4[CH:38]=[CH:37][C:36]([CH3:39])=[CH:35][CH:34]=4)(=[O:32])=[O:31])=[O:28])=[CH:20][CH:19]=3)[C:14]([CH2:16][CH3:17])=[N:15][C:11]=2[CH:10]=1)(=[O:8])=[O:7])(C)(C)C>FC(F)(F)C(O)=O>[NH2:5][S:6]([C:9]1[CH:41]=[CH:40][C:12]2[N:13]([C:18]3[CH:23]=[CH:22][C:21]([CH2:24][CH2:25][NH:26][C:27]([NH:29][S:30]([C:33]4[CH:34]=[CH:35][C:36]([CH3:39])=[CH:37][CH:38]=4)(=[O:32])=[O:31])=[O:28])=[CH:20][CH:19]=3)[C:14]([CH2:16][CH3:17])=[N:15][C:11]=2[CH:10]=1)(=[O:7])=[O:8]. Procedure details: A solution of 5-[(tert-butylamino)sulfonyl]-2-ethyl-1-(4-{2-[({[(4-methylphenyl)sulfonyl]amino}carbonyl)amino]ethyl}phenyl)-1H-benzimidazole (Example 87, 330 mg, 0.55 mmol) in trifluoroacetic acid (10 mL) was heated at 80° C. for 2 h. The mixture was concentrated and the residue was purified by flash chromatography on silica gel eluting with dichloromethane/methanol (10:1) to afford 215 mg (73%) of the title compound: MS (ESI) m/z 542 (M+H)+; 1H-NMR (CDCl3) δ 8.32 (1H, d, J=1.3 Hz), 7.77–7.69 (3... Reactants: [H-].[Na+] (sodium hydride), CI (methyl iodide), C(C)(C)(C)OC(=O)NC1=C(C=C(C=C1)OC)[N+](=O)[O-] (N-t-butoxycarbonyl-4-methoxy-2-nitroaniline). Solvent: CN(C=O)C (dimethylformamide), CN(C=O)C (dimethylformamide). Product: C(C)(C)(C)OC(=O)N(C1=C(C=C(C=C1)OC)[N+](=O)[O-])C (N-t-Butoxycarbonyl-N-methyl-4-methoxy-2-nitroaniline). RXN SMILES: [H-].[Na+].[CH3:3]I.[C:5]([O:9][C:10]([NH:12][C:13]1[CH:18]=[CH:17][C:16]([O:19][CH3:20])=[CH:15][C:14]=1[N+:21]([O-:23])=[O:22])=[O:11])([CH3:8])([CH3:7])[CH3:6]>CN(C)C=O>[C:5]([O:9][C:10]([N:12]([CH3:3])[C:13]1[CH:18]=[CH:17][C:16]([O:19][CH3:20])=[CH:15][C:14]=1[N+:21]([O-:23])=[O:22])=[O:11])([CH3:8])([CH3:6])[CH3:7] |f:0.1|. Procedure: A procedure similar to that described in Preparation 7 was repeated, except that 0.46 g of sodium hydride (as a 55% w/w dispersion in mineral oil), 15 ml of dehydrated dimethylformamide, 0.66 ml of methyl iodide and a solution of 1.9 g of N-t-butoxycarbonyl-4-methoxy-2-nitroaniline (prepared as described in Preparation 22) in 15 ml of dehydrated dimethylformamide were used, to give 2.0 g of the title compound having an Rf value=0.34 (on thin layer chromatography on silica gel; developing solvent... Reactants: [N+](=O)([O-])C1=C(C=CC=C1)[N+](=O)[O-] (o-dinitrobenzene), [N+](=O)([O-])C1=CC=C(C=C1)[N+](=O)[O-] (p-dinitrobenzene), [H][H] (hydrogen). Run in O (water), O (water). Yields the product NC1=CC=CC=C1 (aniline), C1(=CC(=CC=C1)N)N (m-phenylenediamine), C1(=C(C=CC=C1)N)N (o-phenylenediamine), C1=CC(=CC=C1N)N (p-phenylenediamine). The yield is 30.0%. RXN SMILES: [N+:1]([C:4]1[CH:9]=[CH:8][CH:7]=[CH:6][C:5]=1[N+:10]([O-])=O)([O-])=O.[N+:13]([C:16]1[CH:21]=[CH:20][C:19]([N+:22]([O-])=O)=[CH:18][CH:17]=1)([O-])=O.[H][H]>O>[NH2:1][C:4]1[CH:9]=[CH:8][CH:7]=[CH:6][CH:5]=1.[C:19]1([NH2:22])[CH:20]=[CH:21][CH:16]=[C:17]([NH2:1])[CH:18]=1.[C:5]1([NH2:10])[CH:6]=[CH:7][CH:8]=[CH:9][C:4]=1[NH2:1].[CH:17]1[C:16]([NH2:13])=[CH:21][CH:20]=[C:19]([NH2:22])[CH:18]=1. Procedure: A two-stage process for the co-production of aniline and m-phenylenediamine where, in the first stage, benzene, nitric acid, and sulfuric acid are reacted in a liquid phase to produce in greater amounts nitrobenzene (approximately 70%) and m-dinitrobenzene (approximately 30%), and in lesser or trace amounts o-dinitrobenzene and p-dinitrobenzene, and water; and in the second stage the products of the first stage are reacted with hydrogen in the gas phase to produce aniline (approximately 70%) and... Starting materials: NC1=C(C(N(C(N1C)=O)C)=O)C#N (6-amino-5-cyano-1,3-dimethyluracil), C(=O)N (formamide). Solvent: O (water). Product: NC1=C2C(=NC=N1)N(C(N(C2=O)C)=O)C (5-amino-1,3-dimethylpyrimido[4,5-d]pyrimidine-2,4-dione). Isolated yield 58.0%. As a reaction SMILES: [NH2:1][C:2]1[N:7]([CH3:8])[C:6](=[O:9])[N:5]([CH3:10])[C:4](=[O:11])[C:3]=1[C:12]#[N:13].[CH:14]([NH2:16])=O>O>[NH2:13][C:12]1[N:16]=[CH:14][N:1]=[C:2]2[N:7]([CH3:8])[C:6](=[O:9])[N:5]([CH3:10])[C:4](=[O:11])[C:3]=12. Procedure details: 0.3 g (1.7 mmol) of 6-amino-5-cyano-1,3-dimethyluracil was added to 2 ml of formamide followed by refluxing for 2 hours. 10 ml of water was added to the solution and the crystalline precipitate was filtered off. The crude product was recrystallized from methanol to give 0.2 g of 5-amino-1,3-dimethylpyrimido[4,5-d]pyrimidine-2,4-dione (compound 9) in a 58% yield. Reaction SMILES: [Br:1][c:2]1[c:3]([CH3:12])[cH:4][c:5]([C:6](=[O:7])[O:8][CH3:9])[cH:10][cH:11]1.[C:23](=[O:24])([O-:25])[O-:26].[CH3:29][c:30]1[cH:31][cH:32][cH:33][cH:34][cH:35]1.[K+:27].[K+:28].[OH2:36].[c:13]1([CH3:22])[c:14]([B:19]([OH:20])[OH:21])[cH:15][cH:16][cH:17][cH:18]1.[cH:37]1[cH:38][cH:39][c:40]([P:41]([Pd:42]([P:43]([c:44]2[cH:45][cH:46][cH:47][cH:48][cH:49]2)([c:50]2[cH:51][cH:52][cH:53][cH:54][cH:55]2)[c:56]2[cH:57][cH:58][cH:59][cH:60][cH:61]2)([P:62]([c:63]2[cH:64][cH:65][cH:66][cH:67][cH:68]2)([c:69]2[cH:70][cH:71][cH:72][cH:73][cH:74]2)[c:75]2[cH:76][cH:77][cH:78][cH:79][cH:80]2)[P:81]([c:82]2[cH:83][cH:84][cH:85][cH:86][cH:87]2)([c:88]2[cH:89][cH:90][cH:91][cH:92][cH:93]2)[c:94]2[cH:95][cH:96][cH:97][cH:98][cH:99]2)([c:100]2[cH:101][cH:102][cH:103][cH:104][cH:105]2)[c:106]2[cH:107][cH:108][cH:109][cH:110][cH:111]2)[cH:112][cH:113]1>>[c:2]1(-[c:14]2[c:13]([CH3:22])[cH:18][cH:17][cH:16][cH:15]2)[c:3]([CH3:12])[cH:4][c:5]([C:6](=[O:7])[O:8][CH3:9])[cH:10][cH:11]1. Starting materials: COC(=O)c1ccc(Br)c(C)c1, O=C([O-])[O-], Cc1ccccc1, [K+], [K+], O, Cc1ccccc1B(O)O, c1ccc(P(c2ccccc2)(c2ccccc2)[Pd](P(c2ccccc2)(c2ccccc2)c2ccccc2)(P(c2ccccc2)(c2ccccc2)c2ccccc2)P(c2ccccc2)(c2ccccc2)c2ccccc2)cc1. Product: COC(=O)c1ccc(-c2ccccc2C)c(C)c1. Reaction SMILES: [C:12](=[O:13])([O-:14])[O-:15].[C:18]([CH3:19])(=[O:20])[O:21][CH2:22][CH2:23][Br:24].[CH3:27][N:28]([CH3:29])[CH:30]=[O:31].[F:1][c:2]1[c:3]([CH:4]=[O:5])[c:6]([OH:11])[cH:7][cH:8][c:9]1[F:10].[I-:26].[K+:16].[K+:17].[Na+:25].[OH2:32]>>[F:1][c:2]1[c:3]([CH:4]=[O:5])[c:6]([O:11][CH2:23][CH2:22][O:21][C:18]([CH3:19])=[O:20])[cH:7][cH:8][c:9]1[F:10]. Yields the product CC(=O)OCCOc1ccc(F)c(F)c1C=O. Reactants: O=C([O-])[O-], CC(=O)OCCBr, CN(C)C=O, O=Cc1c(O)ccc(F)c1F, [I-], [K+], [K+], [Na+], O.